describe an organic reaction: reactants, conditions, products, and yield From a dataset of the Open Reaction Database (ORD), a public repository of structured organic reaction records. The reactants are FC1=C(C=C(C=C1)[N+](=O)[O-])C=1OC2=C(N1)C=C(C=C2)C=2OC1=C(C2)C=CC=C1 (2-(2-fluoro-5-nitrophenyl)-5-(2-benzofuranyl)benzoxazole), C(CC)N (propylamine). Product: C(CC)NC1=C(C=C(C=C1)[N+](=O)[O-])C=1OC2=C(N1)C=C(C=C2)C=2OC1=C(C2)C=CC=C1 (2-(2-Propylamino-5-nitrophenyl)-5-(2-benzofuranyl)benzoxazole). As a reaction SMILES: F[C:2]1[CH:7]=[CH:6][C:5]([N+:8]([O-:10])=[O:9])=[CH:4][C:3]=1[C:11]1[O:12][C:13]2[CH:19]=[CH:18][C:17]([C:20]3[O:21][C:22]4[CH:28]=[CH:27][CH:26]=[CH:25][C:23]=4[CH:24]=3)=[CH:16][C:14]=2[N:15]=1.[CH2:29]([NH2:32])[CH2:30][CH3:31]>>[CH2:29]([NH:32][C:2]1[CH:7]=[CH:6][C:5]([N+:8]([O-:10])=[O:9])=[CH:4][C:3]=1[C:11]1[O:12][C:13]2[CH:19]=[CH:18][C:17]([C:20]3[O:21][C:22]4[CH:28]=[CH:27][CH:26]=[CH:25][C:23]=4[CH:24]=3)=[CH:16][C:14]=2[N:15]=1)[CH2:30][CH3:31]. Procedure: Prepared by the method of Example 54a), from 2-(2-fluoro-5-nitrophenyl)-5-(2-benzofuranyl)benzoxazole (200 mg, 0.53 mmol), and propylamine (3 ml) the subtitle compound was obtained (199 mg, 91%). The product was used directly in the next step without purification. Starting materials: O1C(CCCC1)ONC(=O)[C@@H](C\C=C\C1=CC=CC=C1)[C@H](C(=O)NN(C(CNC(=O)N)=O)CC(C)C)CC(C)C ((E)-2(R)-[1(S)-[(tetrahydro-2(RS)-pyranyloxy)carbamoyl]-4-phenyl-3-butenyl]-2′-isobutyl-4-methyl-2′-(2-ureidoacetyl)valerohydrazide), C(CNC(=O)N)(=O)O (hydantoic acid). The product is OC(=O)[C@@H](C\C=C\C1=CC=CC=C1)[C@H](C(=O)NN(C(CNC(=O)N)=O)CC(C)C)CC(C)C ((E)-2(R)-[1(S)-(Hydroxycarbanoyl)-4-phenyl-3-butenyl]-2′-isobutyl-4-methyl-2′-(2-ureidoacetyl)valerohydrazide). RXN SMILES: O1CCCCC1ONC([C@H:11]([C@@H:21]([CH2:37][CH:38]([CH3:40])[CH3:39])[C:22]([NH:24][N:25]([CH2:33][CH:34]([CH3:36])[CH3:35])[C:26](=[O:32])[CH2:27][NH:28][C:29]([NH2:31])=[O:30])=[O:23])[CH2:12]/[CH:13]=[CH:14]/[C:15]1[CH:20]=[CH:19][CH:18]=[CH:17][CH:16]=1)=O.[C:41]([OH:48])(=[O:47])CNC(N)=O>>[OH:48][C:41]([C@H:11]([C@@H:21]([CH2:37][CH:38]([CH3:40])[CH3:39])[C:22]([NH:24][N:25]([CH2:33][CH:34]([CH3:36])[CH3:35])[C:26](=[O:32])[CH2:27][NH:28][C:29]([NH2:31])=[O:30])=[O:23])[CH2:12]/[CH:13]=[CH:14]/[C:15]1[CH:20]=[CH:19][CH:18]=[CH:17][CH:16]=1)=[O:47]. Procedure: The (E)-2(R)-[1(S)-[(tetrahydro-2(RS)-pyranyloxy)carbamoyl]-4-phenyl-3-butenyl]-2′-isobutyl-4-methyl-2′-(2-ureidoacetyl)valerohydrazide used as the starting material was prepared in a manner analogous to Example 11 using hydantoic acid in place of N-acetyl-glycine. The reactants are CC(=O)Cl, ClCCl, O, Cl[Sn](Cl)(Cl)Cl, CCS(=O)(=O)Nc1cc2ccccc2s1. Yields the product CCS(=O)(=O)Nc1sc2ccccc2c1C(C)=O. RXN SMILES: [CH3:6][C:7]([Cl:8])=[O:9].[Cl:26][CH2:27][Cl:28].[OH2:25].[Sn:1]([Cl:2])([Cl:3])([Cl:4])[Cl:5].[s:10]1[c:11]2[c:12]([cH:13][c:14]1[NH:15][S:16](=[O:17])(=[O:18])[CH2:19][CH3:20])[cH:21][cH:22][cH:23][cH:24]2>>[CH3:6][C:7](=[O:9])[c:13]1[c:12]2[c:11]([s:10][c:14]1[NH:15][S:16](=[O:17])(=[O:18])[CH2:19][CH3:20])[cH:24][cH:23][cH:22][cH:21]2. Starting materials: O=C(O)c1cccc(S(=O)(=O)N2CCCCC2)c1, Nc1ccc(Oc2ccccc2)cc1. The product is O=C(Nc1ccc(Oc2ccccc2)cc1)c1cccc(S(=O)(=O)N2CCCCC2)c1. RXN SMILES: [N:1]1([S:7](=[O:8])(=[O:9])[c:10]2[cH:11][c:12]([C:13](=[O:14])[OH:15])[cH:16][cH:17][cH:18]2)[CH2:2][CH2:3][CH2:4][CH2:5][CH2:6]1.[c:19]1([O:25][c:26]2[cH:27][cH:28][c:29]([NH2:30])[cH:31][cH:32]2)[cH:20][cH:21][cH:22][cH:23][cH:24]1>>[N:1]1([S:7](=[O:8])(=[O:9])[c:10]2[cH:11][c:12]([C:13](=[O:15])[NH:30][c:29]3[cH:28][cH:27][c:26]([O:25][c:19]4[cH:20][cH:21][cH:22][cH:23][cH:24]4)[cH:32][cH:31]3)[cH:16][cH:17][cH:18]2)[CH2:2][CH2:3][CH2:4][CH2:5][CH2:6]1. The reactants are ClC1=CC=C(C=C1)\C(\C1=CC=CC=C1)=C/1\C(N(C2=CC=CC=C12)CC1=CC(=C(C(=C1)OC)OC)OC)=O (3-[1-(4-chloro-phenyl)-1-phenyl-meth-(E)-ylidene]-1-(3,4,5-trimethoxy-benzyl)-1,3-dihydro-indol-2-one), ClC1=CC=C(C=C1)\C(\C1=CC=CC=C1)=C\1/C(N(C2=CC=CC=C12)CC1=CC(=C(C(=C1)OC)OC)OC)=O (3-[1-(4-chloro-phenyl)-1-phenyl-meth-(Z)-ylidene]-1-(3,4,5-trimethoxy-benzyl)-1,3-dihydro-indol-2-one), B(Br)(Br)Br (boron tribromide). Run in ClCCl (dichloromethane). Reaction conditions: time 5 hour. The product is ClC1=CC=C(C=C1)\C(\C1=CC=CC=C1)=C/1\C(N(C2=CC=CC=C12)CC1=CC(=C(C(=C1)O)O)O)=O (3-[1-(4-chloro-phenyl)-1-phenyl-meth-(E)-ylidene]-1-(3,4,5-trihydroxy-benzyl)-1,3-dihydro-indol-2-one). As a reaction SMILES: [Cl:1][C:2]1[CH:7]=[CH:6][C:5](/[C:8](=[C:15]2/[C:16](=[O:37])[N:17]([CH2:24][C:25]3[CH:30]=[C:29]([O:31]C)[C:28]([O:33]C)=[C:27]([O:35]C)[CH:26]=3)[C:18]3[C:23]/2=[CH:22][CH:21]=[CH:20][CH:19]=3)/[C:9]2[CH:14]=[CH:13][CH:12]=[CH:11][CH:10]=2)=[CH:4][CH:3]=1.ClC1C=CC(/C(=C2\C(=O)N(CC3C=C(OC)C(OC)=C(OC)C=3)C3C\2=CC=CC=3)/C2C=CC=CC=2)=CC=1.B(Br)(Br)Br>ClCCl>[Cl:1][C:2]1[CH:7]=[CH:6][C:5](/[C:8](=[C:15]2/[C:16](=[O:37])[N:17]([CH2:24][C:25]3[CH:26]=[C:27]([OH:35])[C:28]([OH:33])=[C:29]([OH:31])[CH:30]=3)[C:18]3[C:23]/2=[CH:22][CH:21]=[CH:20][CH:19]=3)/[C:9]2[CH:14]=[CH:13][CH:12]=[CH:11][CH:10]=2)=[CH:4][CH:3]=1. Procedure details: To a solution of 3-[1-(4-chloro-phenyl)-1-phenyl-meth-(E)-ylidene]-1-(3,4,5-trimethoxy-benzyl)-1,3-dihydro-indol-2-one and 3-[1-(4-chloro-phenyl)-1-phenyl-meth-(Z)-ylidene]-1-(3,4,5-trimethoxy-benzyl)-1,3-dihydro-indol-2-one (317 mg, 0.62 mmol) in dichloromethane (5 ml) was added a solution of boron tribromide (1M in CH2Cl2, 3 ml) at room temperature. The mixture was stirred at room temperature for 5 h. After being quenched by pouring into ice water, the mixture was extracted with ethyl acetate,... Starting materials: 3A, C(#N)[BH3-].[Na+] (sodium cyanoborohydride), crude product, COC=1C=CC=C2CCC(CC12)=O (8-methoxy-2-tetralone), CN1CCNCC1 (N-methylpiperazine), C(C)(=O)O (acetic acid). Solvent: CO (methanol). Conditions: time 30 minute. Product: COC=1C=CC=C2CCC(CC12)N1CCN(CC1)C (8-Methoxy-2-(4-methylpiperazin-1-yl)-1,2,3,4-tetrahydronaphthalene). Isolated yield 161.3%. As a reaction SMILES: [CH3:1][O:2][C:3]1[CH:4]=[CH:5][CH:6]=[C:7]2[C:12]=1[CH2:11][C:10](=O)[CH2:9][CH2:8]2.[CH3:14][N:15]1[CH2:20][CH2:19][NH:18][CH2:17][CH2:16]1.C(O)(=O)C.C([BH3-])#N.[Na+]>CO>[CH3:1][O:2][C:3]1[CH:4]=[CH:5][CH:6]=[C:7]2[C:12]=1[CH2:11][CH:10]([N:18]1[CH2:19][CH2:20][N:15]([CH3:14])[CH2:16][CH2:17]1)[CH2:9][CH2:8]2 |f:3.4|. Procedure details: 1.76 g (10 mmol) of 8-methoxy-2-tetralone, 3.00 g (30 mmol) of N-methylpiperazine and 1.80 g (30 mmol) of glacial acetic acid were refluxed in 30 ml of methanol for 4 hours. 1.30 g (20 mmol) of sodium cyanoborohydride were then added, and the mixture was refluxed for a further hour. The reaction mixture was substantially concentrated in a rotary evaporator, taken up in tert.-butyl methyl ether, and stirred vigorously for 30 minutes in 20% strength sodium hydroxide solution. The aqueous phase was...